This data is from the Open Reaction Database (ORD), a public repository of structured organic reaction records. The task is: describe an organic reaction: reactants, conditions, products, and yield Starting materials: ClC1=NC(=CC=C1OC(C(=O)O)C)Cl (2-[(2,6-dichloro-3-pyridyl)oxy]-propionic acid), CN(C=O)C (dimethylformamide), S(=O)(Cl)Cl (thionyl chloride). Solvent: C(Cl)(Cl)Cl (chloroform), C(Cl)(Cl)Cl (chloroform). Yields the product ClC1=NC(=CC=C1OC(C(=O)Cl)C)Cl (2[(2,6-dichloro-3-pyridyl)oxy]propionic acid chloride). Reaction SMILES: [Cl:1][C:2]1[C:7]([O:8][CH:9]([CH3:13])[C:10](O)=[O:11])=[CH:6][CH:5]=[C:4]([Cl:14])[N:3]=1.CN(C)C=O.S(Cl)([Cl:22])=O>C(Cl)(Cl)Cl>[Cl:1][C:2]1[C:7]([O:8][CH:9]([CH3:13])[C:10]([Cl:22])=[O:11])=[CH:6][CH:5]=[C:4]([Cl:14])[N:3]=1. Reported procedure: 23.6 g (0.1 mole) of 2-[(2,6-dichloro-3-pyridyl)oxy]-propionic acid, 150 ml of chloroform and 1.5 ml of dimethylformamide are heated with stirring to 55°, and in the course of 1 hour a solution of 18 g (0.15 mole) of thionyl chloride in 40 ml of chloroform is added dropwise. The reaction mixture is subsequently refluxed for 16 hours and is afterwards concentrated in vacuo. The product obtained is used directly for further reactions. Reactants: C1(=CC=CC=C1)S(=O)(=O)Cl (benzenesulfonyl chloride), NC1=C(C(=NO1)C1=CC=CC=C1)Br (5-amino-4-bromo-3-phenylisoxazole). The product is BrC=1C(=NOC1NS(=O)(=O)C1=CC=CC=C1)C1=CC=CC=C1 (N-(4-Bromo-3-phenyl-5-isoxazolyl)benzenesulfonamide). Yield: 36.0%. As a reaction SMILES: [C:1]1([S:7](Cl)(=[O:9])=[O:8])[CH:6]=[CH:5][CH:4]=[CH:3][CH:2]=1.[NH2:11][C:12]1[O:16][N:15]=[C:14]([C:17]2[CH:22]=[CH:21][CH:20]=[CH:19][CH:18]=2)[C:13]=1[Br:23]>>[Br:23][C:13]1[C:14]([C:17]2[CH:22]=[CH:21][CH:20]=[CH:19][CH:18]=2)=[N:15][O:16][C:12]=1[NH:11][S:7]([C:1]1[CH:6]=[CH:5][CH:4]=[CH:3][CH:2]=1)(=[O:9])=[O:8]. Reported procedure: This compound was prepared from benzenesulfonyl chloride and 5-amino-4-bromo-3-phenylisoxazole according to the method in Example 25b in 36% yield. Recrystallization from methanol gave a yellow solid, m.p. 113-115° C. Reactants: C(CCC)[Li] (n-Butyllithium), C[Si](C)(C)C#C (trimethylsilylacetylene), [F-].[K+] (potassium fluoride), C(C1=CC=CC=C1)(C1=CC=CC=C1)(C1=CC=CC=C1)N1N=C(N=C1)C=O (1-trityl-1,2,4-triazole 3-carboxaldehyde). The solvent is O1CCCC1 (tetrahydrofuran), CO (methanol), ClCCl (dichloromethane). Conditions: temperature -20 celsius. The product is C(C1=CC=CC=C1)(C1=CC=CC=C1)(C1=CC=CC=C1)N1N=C(N=C1)C(C#C)O (3(1-trityl-1,2,4-triazol-3-yl)prop-1-yn-3-ol). RXN SMILES: C([Li])CCC.C[Si]([C:10]#[CH:11])(C)C.[C:12]([N:31]1[CH:35]=[N:34][C:33]([CH:36]=[O:37])=[N:32]1)([C:25]1[CH:30]=[CH:29][CH:28]=[CH:27][CH:26]=1)([C:19]1[CH:24]=[CH:23][CH:22]=[CH:21][CH:20]=1)[C:13]1[CH:18]=[CH:17][CH:16]=[CH:15][CH:14]=1.[F-].[K+]>O1CCCC1.ClCCl.CO>[C:12]([N:31]1[CH:35]=[N:34][C:33]([CH:36]([OH:37])[C:10]#[CH:11])=[N:32]1)([C:13]1[CH:14]=[CH:15][CH:16]=[CH:17][CH:18]=1)([C:19]1[CH:24]=[CH:23][CH:22]=[CH:21][CH:20]=1)[C:25]1[CH:30]=[CH:29][CH:28]=[CH:27][CH:26]=1 |f:3.4|. Reported procedure: n-Butyllithium (18.5 ml, 1.6M in hexane) was added dropwise with stirring under nitrogen, to a solution of trimethylsilylacetylene (4.2 ml) in dry tetrahydrofuran (60 ml) whilst maintaining the temperature below -60° C. After a further thirty minutes, the mixture was treated, dropwise with stirring at<-60° C. with a solution of 1-trityl-1,2,4-triazole 3-carboxaldehyde (10.0 g, prepared as described in Example 3) in dry dichloromethane (30 ml). After a further fifteen minutes at -60° C., the mixt...